This data is from the Open Reaction Database (ORD), a public repository of structured organic reaction records. The task is: describe an organic reaction: reactants, conditions, products, and yield Starting materials: N(=[N+]=[N-])C(C)C=1N(C2=NC(=NC(=C2N1)N1CCOCC1)Cl)C1OCCCC1 (8-(1-azido-ethyl)-2-chloro-6-morpholin-4-yl-9-(tetrahydro-pyran-2-yl)-9H-purine), C1(=CC=CC=C1)P(C1=CC=CC=C1)C1=CC=CC=C1 (triphenylphosphine), C1(=CC=CC=C1)P(C1=CC=CC=C1)(C1=CC=CC=C1)=O (triphenylphosphine oxide), N(=[N+]=[N-])C(C)C=1N(C2=NC(=NC(=C2N1)N1CCOCC1)Cl)C1OCCCC1 (8-(1-azido-ethyl)-2-chloro-6-morpholin-4-yl-9-(tetrahydro-pyran-2-yl)-9H-purine), C(C)(=O)OCC (Ethyl acetate). Solvent: C(Cl)Cl (DCM), C1CCOC1 (THF), O (water), CO (methanol). Reaction conditions: temperature 70 celsius. Product: ClC1=NC(=C2N=C(N(C2=N1)C1OCCCC1)C(C)N)N1CCOCC1 (1-[2-Chloro-6-morpholin-4-yl-9-(tetrahydro-pyran-2-yl)-9H-purin-8-yl]-ethylamin). RXN SMILES: [N:1]([CH:4]([C:6]1[N:7]([CH:22]2[CH2:27][CH2:26][CH2:25][CH2:24][O:23]2)[C:8]2[C:13]([N:14]=1)=[C:12]([N:15]1[CH2:20][CH2:19][O:18][CH2:17][CH2:16]1)[N:11]=[C:10]([Cl:21])[N:9]=2)[CH3:5])=[N+]=[N-].C1(P(C2C=CC=CC=2)C2C=CC=CC=2)C=CC=CC=1.C(OCC)(=O)C.C1(P(=O)(C2C=CC=CC=2)C2C=CC=CC=2)C=CC=CC=1>C1COCC1.O.C(Cl)Cl.CO>[Cl:21][C:10]1[N:9]=[C:8]2[C:13]([N:14]=[C:6]([CH:4]([NH2:1])[CH3:5])[N:7]2[CH:22]2[CH2:27][CH2:26][CH2:25][CH2:24][O:23]2)=[C:12]([N:15]2[CH2:20][CH2:19][O:18][CH2:17][CH2:16]2)[N:11]=1. Procedure: To a solution of 8-(1-azido-ethyl)-2-chloro-6-morpholin-4-yl-9-(tetrahydro-pyran-2-yl)-9H-purine (0.47 g, 1.20 mmol) in THF (13 mL) and water (4 mL) was added triphenylphosphine (0.33 g, 1.28 mmol). The reaction mixture was heated at 70° C. for 2 h, then cooled to RT. Ethyl acetate was added and the phases were separated. The aqueous phase was extracted three times with ethyl acetate. The combined organic fractions were dried (Na2 SO4), filtered and concentrated in vacuo. The resulting residue, ... Starting materials: ClC1=C(C(=O)OC)C=CC=C1C1(CC1)C#N (methyl 2-chloro-3-(1-cyanocyclopropyl)benzoate), CO (methanol), O (water), O.[OH-].[Li+] (lithium hydroxide monohydrate). Solvent: O1CCCC1 (tetrahydrofuran). Run at time 2 hour. Yields the product ClC1=C(C(=O)O)C=CC=C1C1(CC1)C#N (2-chloro-3-(1-cyanocyclopropyl)benzoic acid). Isolated yield 89.8%. RXN SMILES: [Cl:1][C:2]1[C:11]([C:12]2([C:15]#[N:16])[CH2:14][CH2:13]2)=[CH:10][CH:9]=[CH:8][C:3]=1[C:4]([O:6]C)=[O:5].CO.O.O.[OH-].[Li+]>O1CCCC1>[Cl:1][C:2]1[C:11]([C:12]2([C:15]#[N:16])[CH2:14][CH2:13]2)=[CH:10][CH:9]=[CH:8][C:3]=1[C:4]([OH:6])=[O:5] |f:3.4.5|. Reported procedure: To a solution of methyl 2-chloro-3-(1-cyanocyclopropyl)benzoate (13.5 g, 57.3 mmol) in tetrahydrofuran (180 mL)/methanol (60 mL)/water (60 mL) was added lithium hydroxide monohydrate (3.62 g, 86.3 mmol), and the mixture was stirred at room temperature for 2 hr. The reaction mixture was concentrated under reduced pressure, and 6N hydrochloric acid (20 mL) was added dropwise to the obtained residue. The precipitate was collected by filtration, and washed with water to give the title compound (11.4... Reactants: FC=1C=C(C=CC1)C1=NNC2=CC=C(C=C12)/C=C/C(=O)OCC (ethyl (E)-3-[3-(3-fluorophenyl)-1H-5-indazolyl]-2-propenoate), [OH-].[Na+] (sodium hydroxide), Cl (hydrochloric acid). The solvent is CO (methanol). Run at time 30 minute. Product: FC=1C=C(C=CC1)C1=NNC2=CC=C(C=C12)/C=C/C(=O)O ((E)-3-[3-(3-Fluorophenyl)-1H-5-indazolyl]-2-propenoic acid). Yield: 61.8%. As a reaction SMILES: [F:1][C:2]1[CH:3]=[C:4]([C:8]2[C:16]3[C:11](=[CH:12][CH:13]=[C:14](/[CH:17]=[CH:18]/[C:19]([O:21]CC)=[O:20])[CH:15]=3)[NH:10][N:9]=2)[CH:5]=[CH:6][CH:7]=1.[OH-].[Na+].Cl>CO>[F:1][C:2]1[CH:3]=[C:4]([C:8]2[C:16]3[C:11](=[CH:12][CH:13]=[C:14](/[CH:17]=[CH:18]/[C:19]([OH:21])=[O:20])[CH:15]=3)[NH:10][N:9]=2)[CH:5]=[CH:6][CH:7]=1 |f:1.2|. Procedure details: To a solution of 0.16 g of ethyl (E)-3-[3-(3-fluorophenyl)-1H-5-indazolyl]-2-propenoate in methanol was added 1 ml of 5 N aqueous sodium hydroxide solution, and the mixture was stirred at room temperature for 30 minutes. The reaction mixture was added with diluted hydrochloric acid to be acidic and was extracted with ethyl acetate for two times. The organic layer was washed with water, dried over anhydrous magnesium sulfate and the solvent was evaporated, to give 90 mg of the title compound as a... Reactants: CC(C)(C)[O-], CC(C)N1CCNCC1, CS(=O)(=O)Nc1ccc2ccc3ncc(Cl)cc3c(=O)c2c1, [Na+], O=C(C=Cc1ccccc1)C=Cc1ccccc1, O=C(C=Cc1ccccc1)C=Cc1ccccc1, O=C(C=Cc1ccccc1)C=Cc1ccccc1, [Pd], [Pd], c1ccc(P(c2ccccc2)c2ccc3ccccc3c2-c2c(P(c3ccccc3)c3ccccc3)ccc3ccccc23)cc1. Product: CC(C)N1CCN(c2cnc3ccc4ccc(NS(C)(=O)=O)cc4c(=O)c3c2)CC1. As a reaction SMILES: [CH3:78][C:79]([CH3:80])([O-:81])[CH3:82].[CH:23]([CH3:24])([CH3:25])[N:26]1[CH2:27][CH2:28][NH:29][CH2:30][CH2:31]1.[Cl:1][c:2]1[cH:3][c:4]2[c:5]([n:6][cH:7]1)[cH:8][cH:9][c:10]1[c:11]([c:12]2=[O:13])[cH:14][c:15]([NH:18][S:19](=[O:20])(=[O:21])[CH3:22])[cH:16][cH:17]1.[Na+:83].[O:104]=[C:105]([CH:106]=[CH:107][c:108]1[cH:109][cH:110][cH:111][cH:112][cH:113]1)[CH:114]=[CH:115][c:116]1[cH:117][cH:118][cH:119][cH:120][cH:121]1.[O:122]=[C:123]([CH:124]=[CH:125][c:126]1[cH:127][cH:128][cH:129][cH:130][cH:131]1)[CH:132]=[CH:133][c:134]1[cH:135][cH:136][cH:137][cH:138][cH:139]1.[O:86]=[C:87]([CH:88]=[CH:89][c:90]1[cH:91][cH:92][cH:93][cH:94][cH:95]1)[CH:96]=[CH:97][c:98]1[cH:99][cH:100][cH:101][cH:102][cH:103]1.[Pd:84].[Pd:85].[cH:32]1[cH:33][cH:34][c:35]([P:36]([c:37]2[cH:38][cH:39][c:40]3[c:41]([cH:42][cH:43][cH:44][cH:45]3)[c:46]2-[c:47]2[c:48]3[c:49]([cH:50][cH:51][cH:52][cH:53]3)[cH:54][cH:55][c:56]2[P:57]([c:58]2[cH:59][cH:60][cH:61][cH:62][cH:63]2)[c:64]2[cH:65][cH:66][cH:67][cH:68][cH:69]2)[c:70]2[cH:71][cH:72][cH:73][cH:74][cH:75]2)[cH:76][cH:77]1>>[c:2]1([N:29]2[CH2:28][CH2:27][N:26]([CH:23]([CH3:24])[CH3:25])[CH2:31][CH2:30]2)[cH:3][c:4]2[c:5]([n:6][cH:7]1)[cH:8][cH:9][c:10]1[c:11]([c:12]2=[O:13])[cH:14][c:15]([NH:18][S:19](=[O:20])(=[O:21])[CH3:22])[cH:16][cH:17]1. Yields the product ClC1=CC=CC2=C1NC(S2)=O (4-Chloro-benzothiazol-2(3H)-one). Solvent: ClCCCl (1,2-dichloro-ethane). Starting materials: ClC1=CC=CC2=C1N=C(S2)OC (4-chloro-2-methoxy-benzothiazole), Cl (hydrochloric acid). RXN SMILES: [Cl:1][C:2]1[C:7]2[N:8]=[C:9]([O:11]C)[S:10][C:6]=2[CH:5]=[CH:4][CH:3]=1.Cl>ClCCCl>[Cl:1][C:2]1[C:7]2[NH:8][C:9](=[O:11])[S:10][C:6]=2[CH:5]=[CH:4][CH:3]=1. Procedure details: Prepared analogous to Example 5 from 4-chloro-2-methoxy-benzothiazole and concentrated hydrochloric acid with a yield of 26% of theory. M.p.: 205°-206° C. (from 1,2-dichloro-ethane) The yield is 26.0%. Starting materials: ClC1c2ccccc2C=Cc2ccc(Br)cc21, CN1CCNCC1, CN(C)C=O, CC#N, [Na+], [Na+], O=C([O-])[O-], O. The product is CN1CCN(C2c3ccccc3C=Cc3ccc(Br)cc32)CC1. Reaction SMILES: [Br:1][c:2]1[cH:3][cH:4][c:5]2[c:6]([cH:17]1)[CH:7]([Cl:16])[c:8]1[c:9]([cH:12][cH:13][cH:14][cH:15]1)[CH:10]=[CH:11]2.[CH3:18][N:19]1[CH2:20][CH2:21][NH:22][CH2:23][CH2:24]1.[CH3:25][N:26]([CH3:27])[CH:28]=[O:29].[CH3:36][C:37]#[N:38].[Na+:30].[Na+:31].[O-:32][C:33](=[O:34])[O-:35].[OH2:39]>>[Br:1][c:2]1[cH:3][cH:4][c:5]2[c:6]([cH:17]1)[CH:7]([N:22]1[CH2:21][CH2:20][N:19]([CH3:18])[CH2:24][CH2:23]1)[c:8]1[c:9]([cH:12][cH:13][cH:14][cH:15]1)[CH:10]=[CH:11]2. Starting materials: N1C(C2(C3=CC=CC=C13)C1=C(OC2)C=C2OCCC2=C1)=O (5,6-dihydrospiro[benzo[1,2-b:5,4-b′]difuran-3,3′-indol]-2′(1′H)-one), BrCC=1OC(=CC1)C(F)(F)F (2-(bromomethyl)-5-(trifluoromethyl)furan), CC1=NOC2=C1C=C1C(=C2)OCC12C(NC1=CC=CC=C21)=O (3-methylspiro[furo[3,2-f][1,2]benzisoxazole-5,3′-indol]-2′(1′H)-one), ClCC1=CC=C(C=C1)C1=NC=CC=C1 (2-(4-(chloromethyl)phenyl)pyridine). Yields the product N1=C(C=CC=C1)C1=CC=C(CN2C(C3(C4=CC=CC=C24)C2=C(OC3)C=C3OCCC3=C2)=O)C=C1 (1′-(4-pyridin-2-ylbenzyl)-5,6-dihydrospiro[benzo[1,2-b:5,4-b′]difuran-3,3′-indol]-2′(1′H)-one). Reaction SMILES: [NH:1]1[C:9]2[C:4](=[CH:5][CH:6]=[CH:7][CH:8]=2)[C:3]2([CH2:13][O:12][C:11]3[CH:14]=[C:15]4[C:19](=[CH:20][C:10]2=3)[CH2:18][CH2:17][O:16]4)[C:2]1=[O:21].CC1C2C=C3C4(C5C(=CC=CC=5)NC4=O)COC3=CC=2ON=1.Cl[CH2:45][C:46]1[CH:51]=[CH:50][C:49]([C:52]2[CH:57]=[CH:56][CH:55]=[CH:54][N:53]=2)=[CH:48][CH:47]=1.BrCC1OC(C(F)(F)F)=CC=1>>[N:53]1[CH:54]=[CH:55][CH:56]=[CH:57][C:52]=1[C:49]1[CH:48]=[CH:47][C:46]([CH2:45][N:1]2[C:9]3[C:4](=[CH:5][CH:6]=[CH:7][CH:8]=3)[C:3]3([CH2:13][O:12][C:11]4[CH:14]=[C:15]5[C:19](=[CH:20][C:10]3=4)[CH2:18][CH2:17][O:16]5)[C:2]2=[O:21])=[CH:51][CH:50]=1. Procedure: Following the procedure as described in EXAMPLE 9 and making non-critical variations using 5,6-dihydrospiro[benzo[1,2-b:5,4-b′]difuran-3,3′-indol]-2′(1′H)-one to replace 3-methylspiro[furo[3,2-f][1,2]benzisoxazole-5,3′-indol]-2′(1′H)-one, and 2-(4-(chloromethyl)phenyl)pyridine to replace 2-(bromomethyl)-5-(trifluoromethyl)furan, 1′-(4-pyridin-2-ylbenzyl)-5,6-dihydrospiro[benzo[1,2-b:5,4-b′]difuran-3,3′-indol]-2′(1′H)-one was obtained (67%) as a colorless solid: mp 217-219° C.; 1H NMR (300 MHz, C... Reactants: O.O.O.O.O.O.O.O.O.O.S(=O)(=O)([O-])[O-].[Na+].[Na+] (sodium sulfate decahydrate), N1(CCCCC1)C(=O)CC=1SC2=C(N1)C=1C=CC=CC1C2 (2-[(piperidinocarbonyl)methyl]-8H-indeno[1,2-d]thiazole), [H-].[Al+3].[Li+].[H-].[H-].[H-] (lithium aluminum hydride). Solvent: O1CCCC1 (tetrahydrofuran), O1CCCC1 (tetrahydrofuran). Run at temperature 0 celsius, time 30 minute. Yields the product N1(CCCCC1)CCC=1SC2=C(N1)C=1C=CC=CC1C2 (2-(2-piperidinoethyl)-8H-indeno[1,2-d]thiazole). Yield: 25.2%. Reaction SMILES: [N:1]1([C:7]([CH2:9][C:10]2[S:11][C:12]3[CH2:21][C:20]4[CH:19]=[CH:18][CH:17]=[CH:16][C:15]=4[C:13]=3[N:14]=2)=O)[CH2:6][CH2:5][CH2:4][CH2:3][CH2:2]1.[H-].[Al+3].[Li+].[H-].[H-].[H-].O.O.O.O.O.O.O.O.O.O.S([O-])([O-])(=O)=O.[Na+].[Na+]>O1CCCC1>[N:1]1([CH2:7][CH2:9][C:10]2[S:11][C:12]3[CH2:21][C:20]4[CH:19]=[CH:18][CH:17]=[CH:16][C:15]=4[C:13]=3[N:14]=2)[CH2:2][CH2:3][CH2:4][CH2:5][CH2:6]1 |f:1.2.3.4.5.6,7.8.9.10.11.12.13.14.15.16.17.18.19|. Procedure details: A solution of 500 mg of 2-[(piperidinocarbonyl)methyl]-8H-indeno[1,2-d]thiazole in 10 ml of tetrahydrofuran was added to a suspension of 160 mg of lithium aluminum hydride in 10 ml of tetrahydrofuran at 0° C., followed by heating under reflux for 1.5 hours. The reaction mixture was cooled to 0° C. again, and sodium sulfate decahydrate was added. The resulting mixture was stirred at room temperature for 30 minutes. After the insoluble matter was removed by filtration, the solvent was evaporated. ... Reactants: [O-]S(=O)(=S)[O-].[Na+].[Na+] (Na2S2O3), mixture 19, CC1(C(CCC1)CSC1=CC=CC=C1)O (1-Methyl-2-phenylthiomethylcyclopentan-1-ol), C(=O)(O)[O-].[Na+] (NaHCO3), peracid, C(=O)(O)[O-].[Na+] (NaHCO3), C1=CC(=CC(=C1)Cl)C(=O)OO (mCPBA), C1=CC(=CC(=C1)Cl)C(=O)OO (mCPBA). Run in C(Cl)Cl (CH2Cl2), O (water), O (water). Reaction conditions: time 20 minute. Yields the product C1(=CC=CC=C1)S(=O)(=O)CC1C(CCC1)(O)C (2-Benzenesulfonylmethyl-1-methylcyclopentan-1-ol). RXN SMILES: [CH3:1][C:2]1([OH:15])[CH2:6][CH2:5][CH2:4][CH:3]1[CH2:7]SC1C=CC=CC=1.C([O-])(O)=O.[Na+].[CH:21]1[CH:26]=[C:25](Cl)[CH:24]=[C:23](C(OO)=O)[CH:22]=1.[O-:32][S:33]([O-:36])(=S)=O.[Na+].[Na+]>C(Cl)Cl.O>[C:25]1([S:33]([CH2:7][CH:3]2[CH2:4][CH2:5][CH2:6][C:2]2([CH3:1])[OH:15])(=[O:36])=[O:32])[CH:24]=[CH:23][CH:22]=[CH:21][CH:26]=1 |f:1.2,4.5.6|. Reported procedure: To a mixture of 9a (1.84 g, 8.28 mmol) and NaHCO3 (2.45 g, 29.2 mmol) in a mixture of CH2Cl2 (40mL) and water (17 mL) was added mCPBA (85%, 3.36 g, 16.5 mmol) in portionwise with stirring vigorously in an ice bath. The mixture 19 was stirred for 15 min. To the mixture were added water (16 mL), NaHCO3 (2.45 g) and mCPBA (1.68 g), and stirring was continued for 20 min. The excess amount of peracid was decomposed with Na2S2O3 solution in the presence of a catalytic mount of KI. The organic layer wa... Reactants: C(C1=CC=CC=C1)(=O)Cl (Benzoyl chloride), C(CCC=C)O (4penten-1-ol), O (water). The solvent is N1=CC=CC=C1 (pyridine). Reaction conditions: time 8 hour. The product is C(C1=CC=CC=C1)OCCCC=C (5-Benzoxy-1-pentene). Reaction SMILES: [C:1](Cl)(=[O:8])[C:2]1[CH:7]=[CH:6][CH:5]=[CH:4][CH:3]=1.[CH2:10](O)[CH2:11][CH2:12][CH:13]=[CH2:14].O>N1C=CC=CC=1>[CH2:1]([O:8][CH2:14][CH2:13][CH2:12][CH:11]=[CH2:10])[C:2]1[CH:7]=[CH:6][CH:5]=[CH:4][CH:3]=1. Procedure: Benzoyl chloride (0.2 mol, 23 ml) was added dropwise to a solution of 4penten-1-ol (0.2 mol, 20 ml) in pyridine and stirred overnight at room temperature. The reaction mixture was poured into 100 mlof water and the organic layer separated. The product mixture was washed, sequentially, with dilute HCl, saturated aqueous Na2CO3, and water. The organic layer was dried over anhydrous Na2CO3 and the product distilled: bp 90°-98° (1.0 mmHg); yield 26.9g, (71%); NMR (neat) δ 1.5 (broad m, 4, alkyl), 3....